Dataset: the Open Reaction Database (ORD), a public repository of structured organic reaction records. Task: describe an organic reaction: reactants, conditions, products, and yield Starting materials: C(C)SC1=NC2=CC=CC=C2C(N1CC1=CC=C(C=C1)C1=C(C=CC=C1)C1=NN=NN1C(C1=CC=CC=C1)(C1=CC=CC=C1)C1=CC=CC=C1)=O (2-ethylthio-3-[[2'-(N-trityltetrazol-5-yl)biphenyl-4-yl]methyl]-4(3H)-quinazolinone), [O-]CC.[Na+] (sodium ethoxide). Run in C(C)O (ethanol). Conditions: time 3 day. Product: C(C)OC1=NC2=CC=CC=C2C(N1CC1=CC=C(C=C1)C1=C(C=CC=C1)C1=NN=NN1C(C1=CC=CC=C1)(C1=CC=CC=C1)C1=CC=CC=C1)=O (2-Ethoxy-3-[[2'-(N-trityltetrazol-5-yl)biphenyl-4-yl]methyl]-4(3H)-quinazolinone). The yield is 14.7%. As a reaction SMILES: C(S[C:4]1[N:13]([CH2:14][C:15]2[CH:20]=[CH:19][C:18]([C:21]3[CH:26]=[CH:25][CH:24]=[CH:23][C:22]=3[C:27]3[N:31]([C:32]([C:45]4[CH:50]=[CH:49][CH:48]=[CH:47][CH:46]=4)([C:39]4[CH:44]=[CH:43][CH:42]=[CH:41][CH:40]=4)[C:33]4[CH:38]=[CH:37][CH:36]=[CH:35][CH:34]=4)[N:30]=[N:29][N:28]=3)=[CH:17][CH:16]=2)[C:12](=[O:51])[C:11]2[C:6](=[CH:7][CH:8]=[CH:9][CH:10]=2)[N:5]=1)C.[O-:52][CH2:53][CH3:54].[Na+]>C(O)C>[CH2:53]([O:52][C:4]1[N:13]([CH2:14][C:15]2[CH:20]=[CH:19][C:18]([C:21]3[CH:26]=[CH:25][CH:24]=[CH:23][C:22]=3[C:27]3[N:31]([C:32]([C:39]4[CH:40]=[CH:41][CH:42]=[CH:43][CH:44]=4)([C:33]4[CH:38]=[CH:37][CH:36]=[CH:35][CH:34]=4)[C:45]4[CH:46]=[CH:47][CH:48]=[CH:49][CH:50]=4)[N:30]=[N:29][N:28]=3)=[CH:17][CH:16]=2)[C:12](=[O:51])[C:11]2[C:6](=[CH:7][CH:8]=[CH:9][CH:10]=2)[N:5]=1)[CH3:54] |f:1.2|. Reported procedure: A mixture of 2-ethylthio-3-[[2'-(N-trityltetrazol-5-yl)biphenyl-4-yl]methyl]-4(3H)-quinazolinone (0.5 g) and sodium ethoxide (182 mg) in ethanol (20 ml) was stirred at room temperature for 3 days. The reaction mixture was concentrated to dryness. The residue was extracted using methylene chloride and an aqueous solution of ammonium chloride. The organic layer was washed with water, dried and evaporated to dryness. The resulting syrup was purified by column chromatography on silica gel to give a ... Starting materials: CC(C)(C)CO, CO, C[O-], COC(=O)OC, [Na+]. Product: COC(=O)OCC(C)(C)C. RXN SMILES: [CH2:1]([C:2]([CH3:3])([CH3:4])[CH3:5])[OH:6].[CH3:13][OH:14].[CH3:15][O-:16].[CH3:7][O:8][C:9](=[O:10])[O:11][CH3:12].[Na+:17]>>[CH2:1]([C:2]([CH3:3])([CH3:4])[CH3:5])[O:6][C:9]([O:8][CH3:7])=[O:10]. Starting materials: ClC(C(=O)OC1=CC=CC=C1)=O (phenyl chloroglyoxylate), ClC(C(=O)OC1=CC=C(C=C1)OC)=O (4-methoxyphenyl chloroglyoxylate). Reagents/catalysts: [Cl-].C1(=CC=CC=C1)[P+](C1=CC=CC=C1)(C1=CC=CC=C1)C1=CC=CC=C1 (tetraphenylphosphonium chloride). Product: ClC(=O)OC1=CC=C(C=C1)OC (4-Methoxyphenyl Chloroformate). As a reaction SMILES: [Cl:1]C(=O)C(OC1C=CC=CC=1)=O.ClC(=O)[C:15]([O:17][C:18]1[CH:23]=[CH:22][C:21]([O:24][CH3:25])=[CH:20][CH:19]=1)=[O:16]>[Cl-].C1([P+](C2C=CC=CC=2)(C2C=CC=CC=2)C2C=CC=CC=2)C=CC=CC=1>[Cl:1][C:15]([O:17][C:18]1[CH:23]=[CH:22][C:21]([O:24][CH3:25])=[CH:20][CH:19]=1)=[O:16] |f:2.3|. Procedure: The decarbonylation reaction was repeated in the manner as described in Example 70, except that the amount of tetraphenylphosphonium chloride was changed as set forth in Table 11, that the phenyl chloroglyoxylate was replaced with 1.396 mmol. of 4-methoxyphenyl chloroglyoxylate (4-MeO--PCG), and that the reaction temperature and reaction period were changed as set forth in Table 11. The results are also set forth in Table 11. Yields the product C(\C=C\C(=O)O)(=O)O.FC1=C(C=CC=C1)C=1C=C(SC1SC1=CC(=CC=C1)OC)CNC (1-{4-(2-fluorophenyl)-5-[(3-methoxyphenyl)thio]-2-thienyl}-N-methylmethanamine fumarate). As a reaction SMILES: [F:1][C:2]1[CH:7]=[CH:6][CH:5]=[CH:4][C:3]=1[C:8]1[CH:9]=[C:10]([CH2:22][N:23](C)[C:24](=O)OC(C)(C)C)[S:11][C:12]=1[S:13][C:14]1[CH:19]=[CH:18][CH:17]=[C:16]([O:20][CH3:21])[CH:15]=1.[C:32]([O:35]CC)(=[O:34])[CH3:33].Cl.[C:39]([O:42]CC)(=[O:41])[CH3:40]>C(O)C>[C:39]([OH:42])(=[O:41])/[CH:40]=[CH:33]/[C:32]([OH:35])=[O:34].[F:1][C:2]1[CH:7]=[CH:6][CH:5]=[CH:4][C:3]=1[C:8]1[CH:9]=[C:10]([CH2:22][NH:23][CH3:24])[S:11][C:12]=1[S:13][C:14]1[CH:19]=[CH:18][CH:17]=[C:16]([O:20][CH3:21])[CH:15]=1 |f:1.2,5.6|. The reactants are FC1=C(C=CC=C1)C=1C=C(SC1SC1=CC(=CC=C1)OC)CN(C(OC(C)(C)C)=O)C (tert-Butyl ({4-(2-fluorophenyl)-5-[(3-methoxyphenyl)thio]-2-thienyl}methyl)methylcarbamate), C(C)(=O)OCC (ethyl acetate), C(C)(=O)OCC.Cl (hydrogen chloride-ethyl acetate). The solvent is C(C)O (ethanol). Reported procedure: tert-Butyl ({4-(2-fluorophenyl)-5-[(3-methoxyphenyl)thio]-2-thienyl}methyl)methylcarbamate (182 mg) was dissolved in ethyl acetate (3 mL) and ethanol (1 mL), and a 4 mol/L hydrogen chloride-ethyl acetate solution (2 mL) was added at room temperature. After stirring for 6 hr, the reaction mixture was concentrated under reduced pressure. A saturated aqueous sodium hydrogen carbonate solution was added to the residue, and the mixture was extracted with ethyl acetate. The extract was washed with sat... Run at time 6 hour. Starting materials: COc1ccc(N2CC(C)NC(C)C2)cc1[N+](=O)[O-], CCO, [H][H]. Product: COc1ccc(N2CC(C)NC(C)C2)cc1N. RXN SMILES: [CH3:1][CH:2]1[CH2:3][N:4]([c:9]2[cH:10][c:11]([N+:17]([O-:18])=[O:19])[c:12]([O:15][CH3:16])[cH:13][cH:14]2)[CH2:5][CH:6]([CH3:8])[NH:7]1.[CH3:22][CH2:23][OH:24].[H:20][H:21]>>[CH3:1][CH:2]1[CH2:3][N:4]([c:9]2[cH:10][c:11]([NH2:17])[c:12]([O:15][CH3:16])[cH:13][cH:14]2)[CH2:5][CH:6]([CH3:8])[NH:7]1.